This data is from the Open Reaction Database (ORD), a public repository of structured organic reaction records. The task is: describe an organic reaction: reactants, conditions, products, and yield Reactants: C(C)N=C(CC(=O)OCC)OC (methyl N-ethyl-carbethoxyacetimidate), C(C)N (ethylamine), Cl (hydrogen chloride), amidine hydrochloride. Solvent: C(C)OCC (diethyl ether). Product: Cl.C(C)NC(CC(=O)OCC)=NCC (N,N'-Diethyl-carboethoxyacetamidine Hydrochloride). RXN SMILES: [CH2:1]([N:3]=[C:4](OC)[CH2:5][C:6]([O:8][CH2:9][CH3:10])=[O:7])[CH3:2].[CH2:13]([NH2:15])[CH3:14].[ClH:16]>C(OCC)C>[ClH:16].[CH2:1]([NH:3][C:4](=[N:15][CH2:13][CH3:14])[CH2:5][C:6]([O:8][CH2:9][CH3:10])=[O:7])[CH3:2] |f:4.5|. Procedure: To a solution of 3.46 g. (0.02 mole) of methyl N-ethyl-carbethoxyacetimidate in 30 ml. of diethyl ether is added 900 mg. (0.02 mole) of ethylamine and the reaction mixture allowed to stir several hours at room temperature. Anhydrous hydrogen chloride gas is slowly introduced into the reaction mixture until the formation of the amidine hydrochloride ceases. The product is filtered and dried in vacuo. Starting materials: OC1=C2CCC(CC2=CC=C1)CN1C(C=2C(C1=O)=CC=CC2)=O (N-[(1,2,3,4-tetrahydro-5-hydroxy-2-naphthyl)methyl]phthalimide), O.NN (hydrazine monohydrate). Run in C(C)O (ethanol). Product: NCC1CC=2C=CC=C(C2CC1)O (6-(aminomethyl)-5,6,7,8-tetrahydro-1-naphthol). Yield: 76.9%. As a reaction SMILES: [OH:1][C:2]1[CH:11]=[CH:10][CH:9]=[C:8]2[C:3]=1[CH2:4][CH2:5][CH:6]([CH2:12][N:13]1C(=O)C3=CC=CC=C3C1=O)[CH2:7]2.O.NN>C(O)C>[NH2:13][CH2:12][CH:6]1[CH2:5][CH2:4][C:3]2[C:2]([OH:1])=[CH:11][CH:10]=[CH:9][C:8]=2[CH2:7]1 |f:1.2|. Procedure: A solution of N-[(1,2,3,4-tetrahydro-5-hydroxy-2-naphthyl)methyl]phthalimide (634 mg) and hydrazine monohydrate (309 mg) in ethanol (14 ml) was refluxed for 3 hours, cooled to room temperature, and evaporated in vacuo. The residue was chromatographed (methylene chloride-methanol) over basic alumina to afford 6-(aminomethyl)-5,6,7,8-tetrahydro-1-naphthol (281 mg) as a colorless powder. Reactants: CCCC[N+](CCCC)(CCCC)CCCC, CC(=O)O, [I-], [K+], O=[Mn](=O)(=O)[O-], O, CC(C)(C)OC(=O)N1CCC(c2ccc(CCO)cc2)C(OCc2ccc3ccccc3c2)C1, c1ccccc1. Yields the product CC(C)(C)OC(=O)N1CCC(c2ccc(CC(=O)O)cc2)C(OCc2ccc3ccccc3c2)C1. As a reaction SMILES: [CH2:47]([N+:48]([CH2:49][CH2:50][CH2:51][CH3:52])([CH2:53][CH2:54][CH2:55][CH3:56])[CH2:57][CH2:58][CH2:59][CH3:60])[CH2:61][CH2:62][CH3:63].[CH3:42][C:43](=[O:44])[OH:45].[I-:46].[K+:6].[Mn:1](=[O:2])([O-:3])(=[O:4])=[O:5].[OH2:41].[OH:7][CH2:8][CH2:9][c:10]1[cH:11][cH:12][c:13]([CH:16]2[CH:17]([O:29][CH2:30][c:31]3[cH:32][c:33]4[cH:34][cH:35][cH:36][cH:37][c:38]4[cH:39][cH:40]3)[CH2:18][N:19]([C:22](=[O:23])[O:24][C:25]([CH3:26])([CH3:27])[CH3:28])[CH2:20][CH2:21]2)[cH:14][cH:15]1.[cH:64]1[cH:65][cH:66][cH:67][cH:68][cH:69]1>>[OH:2][C:8](=[O:7])[CH2:9][c:10]1[cH:11][cH:12][c:13]([CH:16]2[CH:17]([O:29][CH2:30][c:31]3[cH:32][c:33]4[cH:34][cH:35][cH:36][cH:37][c:38]4[cH:39][cH:40]3)[CH2:18][N:19]([C:22](=[O:23])[O:24][C:25]([CH3:26])([CH3:27])[CH3:28])[CH2:20][CH2:21]2)[cH:14][cH:15]1. Starting materials: CN1C(=O)C(Cc2ccc3ccccc3c2)N=C(N2CCC(NC(=O)OC(C)(C)C)CC2)c2cc(Cl)ccc21, ClCCl, O=C(O)C(F)(F)F. As a reaction SMILES: [Cl:1][c:2]1[cH:3][c:4]2[c:5]([cH:38][cH:39]1)[N:6]([CH3:37])[C:7](=[O:36])[CH:8]([CH2:25][c:26]1[cH:27][c:28]3[cH:29][cH:30][cH:31][cH:32][c:33]3[cH:34][cH:35]1)[N:9]=[C:10]2[N:11]1[CH2:12][CH2:13][CH:14]([NH:17][C:18](=[O:19])[O:20][C:21]([CH3:22])([CH3:23])[CH3:24])[CH2:15][CH2:16]1.[Cl:47][CH2:48][Cl:49].[OH:40][C:41]([C:42]([F:43])([F:44])[F:45])=[O:46]>>[Cl:1][c:2]1[cH:3][c:4]2[c:5]([cH:38][cH:39]1)[N:6]([CH3:37])[C:7](=[O:36])[CH:8]([CH2:25][c:26]1[cH:27][c:28]3[cH:29][cH:30][cH:31][cH:32][c:33]3[cH:34][cH:35]1)[N:9]=[C:10]2[N:11]1[CH2:12][CH2:13][CH:14]([NH2:17])[CH2:15][CH2:16]1. The product is CN1C(=O)C(Cc2ccc3ccccc3c2)N=C(N2CCC(N)CC2)c2cc(Cl)ccc21. Conditions: time 8 hour. Procedure details: N-(tert-Butoxycarbonyl)-L-prolinal (200 mg, 1.00 mmol) and 3-trifluoromethoxy-phenylamine (186.8 mg, 1.05 mmol) were mixed in 1,2-dichloroethane (10 mL) and treated with sodium triacetoxyborohydride (314 mg, 1.41 mmol). The mixture was stirred at RT under nitrogen overnight, then quenched by addition of water, extracted with CH2Cl2, dried over Na2SO4, filtered and concentrated. The crude oil was purified by flash column chromatography on silica gel (c-hexane to c-hexane/EtOAc 1:1) to give the de... Solvent: ClCCCl (1,2-dichloroethane). Starting materials: C(C)(C)(C)OC(=O)N1[C@H](C=O)CCC1 (N-(tert-Butoxycarbonyl)-L-prolinal), FC(OC=1C=C(C=CC1)N)(F)F (3-trifluoromethoxy-phenylamine), C(C)(=O)O[BH-](OC(C)=O)OC(C)=O.[Na+] (sodium triacetoxyborohydride). Product: C(C)(C)(C)OC(=O)N1[C@@H](CCC1)CNC1=CC(=CC=C1)OC(F)(F)F ((S)-2-[(3-Trifluoromethoxy-phenylamino)-methyl]-pyrrolidine-1-carboxylic acid tert-butyl ester). RXN SMILES: [C:1]([O:5][C:6]([N:8]1[CH2:14][CH2:13][CH2:12][C@H:9]1[CH:10]=O)=[O:7])([CH3:4])([CH3:3])[CH3:2].[F:15][C:16]([F:26])([F:25])[O:17][C:18]1[CH:19]=[C:20]([NH2:24])[CH:21]=[CH:22][CH:23]=1.C(O[BH-](OC(=O)C)OC(=O)C)(=O)C.[Na+]>ClCCCl>[C:1]([O:5][C:6]([N:8]1[CH2:14][CH2:13][CH2:12][C@H:9]1[CH2:10][NH:24][C:20]1[CH:21]=[CH:22][CH:23]=[C:18]([O:17][C:16]([F:15])([F:25])[F:26])[CH:19]=1)=[O:7])([CH3:4])([CH3:3])[CH3:2] |f:2.3|.